Dataset: the Open Reaction Database (ORD), a public repository of structured organic reaction records. Task: describe an organic reaction: reactants, conditions, products, and yield The reactants are CN1N=C(N=C1C=O)N1CCCC1 (1-methyl-3-(pyrrolidin-1-yl)-1H-1,2,4-triazole-5-carbaldehyde), [Cl-].CC=1C(=NC2=CC=CC=C2N1)C[P+](C1=CC=CC=C1)(C1=CC=CC=C1)C1=CC=CC=C1 (((3-methylquinoxalin-2-yl)methyl)triphenylphosphonium chloride). Yields the product CC1=NC2=CC=CC=C2N=C1C=CC=1N(N=C(N1)N1CCCC1)C (2-Methyl-3-[2-(2-methyl-5-pyrrolidin-1-yl-2H-[1,2,4]triazol-3-yl)-vinyl]-quinoxaline). Isolated yield 56.3%. As a reaction SMILES: [CH3:1][N:2]1[C:6]([CH:7]=O)=[N:5][C:4]([N:9]2[CH2:13][CH2:12][CH2:11][CH2:10]2)=[N:3]1.[Cl-].[CH3:15][C:16]1[C:17]([CH2:26][P+](C2C=CC=CC=2)(C2C=CC=CC=2)C2C=CC=CC=2)=[N:18][C:19]2[C:24]([N:25]=1)=[CH:23][CH:22]=[CH:21][CH:20]=2>>[CH3:15][C:16]1[C:17]([CH:26]=[CH:7][C:6]2[N:2]([CH3:1])[N:3]=[C:4]([N:9]3[CH2:13][CH2:12][CH2:11][CH2:10]3)[N:5]=2)=[N:18][C:19]2[C:24](=[CH:23][CH:22]=[CH:21][CH:20]=2)[N:25]=1 |f:1.2|. Procedure details: Was prepared in the same manner as described in General Procedure Example 1g) using 1-methyl-3-(pyrrolidin-1-yl)-1H-1,2,4-triazole-5-carbaldehyde (50 mg, 277 μmol, Eq: 1.00) and ((3-methylquinoxalin-2-yl)methyl)triphenylphosphonium chloride (126 mg, 277 μmol, Eq: 1.00) as starting materials. Chromatography afforded 2-Methyl-3-[2-(2-methyl-5-pyrrolidin-1-yl-2H-[1,2,4]triazol-3-yl)-vinyl]-quinoxaline (50 mg, 56.2%) as light yellow solid. MS: m/z=321.4 (M+H+) Reactants: BrC=1C=C(C(=CC1)C=1C(=CC(=CC1)Br)C=O)C=O (4,4′-dibromo-biphenyl-2,2′-dicarbaldehyde), [BH4-].[Na+] (sodium borohydride). Run in C1CCOC1.CO (THF MeOH). Run at temperature 25 celsius, time 12 hour. Product: BrC1=CC(=C(C=C1)C1=C(C=C(C=C1)Br)CO)CO ((4,4′-dibromo-2′-hydroxymethyl-biphenyl-2-yl)-methanol). Yield: 87.0%. Reaction SMILES: [Br:1][C:2]1[CH:3]=[C:4]([CH:17]=[O:18])[C:5]([C:8]2[C:9]([CH:15]=[O:16])=[CH:10][C:11]([Br:14])=[CH:12][CH:13]=2)=[CH:6][CH:7]=1.[BH4-].[Na+]>C1COCC1.CO>[Br:1][C:2]1[CH:7]=[CH:6][C:5]([C:8]2[CH:13]=[CH:12][C:11]([Br:14])=[CH:10][C:9]=2[CH2:15][OH:16])=[C:4]([CH2:17][OH:18])[CH:3]=1 |f:1.2,3.4|. Reported procedure: The solution of 2,7-dibromo-phenanthrene (3.8 g) in DCM/MeOH (120 ml/1 ml) was cooled to −78° C., and it became a suspension. Ozone was bubbled thorough for 20 minutes, and the mixture became blue. Oxygen was bubbled for 5 minutes and dimethyl sulfide (3 ml) was added. The mixture was warmed to 25° C. and stirred for 12 hours. Concentration and purification by flash column chromatography (hexanes/EtOAc) gave 4,4′-dibromo-biphenyl-2,2′-dicarbaldehyde (600 mg). To the solution of 4,4′-dibromo-biph...